The task is: describe an organic reaction: reactants, conditions, products, and yield. This data is from the Open Reaction Database (ORD), a public repository of structured organic reaction records. Starting materials: ClCC=1N=C(OC1C)C1=C(C=CC=C1)C (4-chloromethyl-5-methyl-2-o-tolyl-oxazole), C([O-])([O-])=O.[Cs+].[Cs+] (cesium carbonate), [I-].[K+] (potassium iodide), COC([C@H](CC1=C(C=C(C=C1)O)CC)OCC)=O ((2S)-2-ethoxy-3-(2-ethyl-4-hydroxy-phenyl)-propionic acid methyl ester). Reaction SMILES: [CH3:1][O:2][C:3](=[O:18])[C@@H:4]([O:15][CH2:16][CH3:17])[CH2:5][C:6]1[CH:11]=[CH:10][C:9]([OH:12])=[CH:8][C:7]=1[CH2:13][CH3:14].Cl[CH2:20][C:21]1[N:22]=[C:23]([C:27]2[CH:32]=[CH:31][CH:30]=[CH:29][C:28]=2[CH3:33])[O:24][C:25]=1[CH3:26].C(=O)([O-])[O-].[Cs+].[Cs+].[I-].[K+]>>[CH3:1][O:2][C:3](=[O:18])[C@@H:4]([O:15][CH2:16][CH3:17])[CH2:5][C:6]1[CH:11]=[CH:10][C:9]([O:12][CH2:20][C:21]2[N:22]=[C:23]([C:27]3[CH:32]=[CH:31][CH:30]=[CH:29][C:28]=3[CH3:33])[O:24][C:25]=2[CH3:26])=[CH:8][C:7]=1[CH2:13][CH3:14] |f:2.3.4,5.6|. Yields the product COC([C@H](CC1=C(C=C(C=C1)OCC=1N=C(OC1C)C1=C(C=CC=C1)C)CC)OCC)=O ((S)-2-ethoxy-3-[2-ethyl-4-(5-methyl-2-o-tolyl-oxazol-4-ylmethoxy)-phenyl]-propionic acid methyl ester). Procedure details: In analogy to the procedure described in example 1 f], (2S)-2-ethoxy-3-(2-ethyl-4-hydroxy-phenyl)-propionic acid methyl ester (example 8 g]) was reacted with 4-chloromethyl-5-methyl-2-o-tolyl-oxazole (example 1 e]) in the presence of cesium carbonate and potassium iodide to yield (S)-2-ethoxy-3-[2-ethyl-4-(5-methyl-2-o-tolyl-oxazol-4-ylmethoxy)-phenyl]-propionic acid methyl ester as colorless liquid. The reactants are [OH-].[Na+] (NaOH), CC(CN(C1=CC(=C(C#N)C=C1)C(F)(F)F)CC=O)(C)C (4-[(2,2-dimethylpropyl)(2-oxoethyl)amino]-2-(trifluoromethyl)benzonitrile), CC(C)=CC (2-methyl-2-butene), [O-]Cl=O.[Na+] (NaClO2). Run in O (Water), CC(C)(C)O (t-BuOH), NaH2PO4. Conditions: time 5 minute. The product is C(#N)C1=C(C=C(C=C1)N(CC(=O)O)CC(C)(C)C)C(F)(F)F (N-[4-Cyano-3-(trifluoromethyl)phenyl]-N-(2,2-dimethylpropyl)glycine). Isolated yield 91.6%. Reaction SMILES: [CH3:1][C:2]([CH3:21])([CH3:20])[CH2:3][N:4]([CH2:17][CH:18]=[O:19])[C:5]1[CH:12]=[CH:11][C:8]([C:9]#[N:10])=[C:7]([C:13]([F:16])([F:15])[F:14])[CH:6]=1.CC(=CC)C.[O-:27]Cl=O.[Na+].[OH-].[Na+]>CC(O)(C)C.O>[C:9]([C:8]1[CH:11]=[CH:12][C:5]([N:4]([CH2:3][C:2]([CH3:21])([CH3:20])[CH3:1])[CH2:17][C:18]([OH:27])=[O:19])=[CH:6][C:7]=1[C:13]([F:14])([F:15])[F:16])#[N:10] |f:2.3,4.5|. Reported procedure: To a stirred slurry of 4-[(2,2-dimethylpropyl)(2-oxoethyl)amino]-2-(trifluoromethyl)benzonitrile (1.20 g, 4.03 mmol) and 2-methyl-2-butene (4.3 mL, 40 mmol) in t-BuOH (30 mL) at rt was added a solution of NaClO2 (0.591 g of 80% tech. grade; 5.2 mmol) in NaH2PO4 buffer (6 mL, 1.5 M NaH2PO4, adjusted to pH 3.5 with 1 N HCl), dropwise over 5 min (slightly exothermic). After complete dissolution of slurried solids, the flask was stoppered with a rubber septum and placed under balloon pressure of nit... The reactants are C(C1=CC=CC=C1)ON1C(N(C2=CC(=C(C=C2C1=O)F)N1CCCC1)CC)=O (3-Benzyloxy-1-ethyl-6-fluoro-7-pyrrolidinyl-1H-quinazoline-2,4-dione), [H][H] (hydrogen). Reagents/catalysts: [Pd].[O-]S(=O)(=O)[O-].[Ba+2] (Pd BaSO4). Run in C1CCOC1 (THF). Yields the product C(C)N1C(N(C(C2=CC(=C(C=C12)N1CCCC1)F)=O)O)=O (1-Ethyl-6-fluoro-3-hydroxy-7-pyrrolidin-1-yl-1H-quinazoline-2,4-dione). Isolated yield 99.2%. As a reaction SMILES: C([O:8][N:9]1[C:18](=[O:19])[C:17]2[C:12](=[CH:13][C:14]([N:21]3[CH2:25][CH2:24][CH2:23][CH2:22]3)=[C:15]([F:20])[CH:16]=2)[N:11]([CH2:26][CH3:27])[C:10]1=[O:28])C1C=CC=CC=1.[H][H]>C1COCC1.[Pd].[O-]S([O-])(=O)=O.[Ba+2]>[CH2:26]([N:11]1[C:12]2[C:17](=[CH:16][C:15]([F:20])=[C:14]([N:21]3[CH2:25][CH2:24][CH2:23][CH2:22]3)[CH:13]=2)[C:18](=[O:19])[N:9]([OH:8])[C:10]1=[O:28])[CH3:27] |f:3.4.5|. Procedure: Five percent Pd/BaSO4 (60 mg) was added to a solution of 3-benzyloxy-1-ethyl-6-fluoro-7-pyrrolidinyl-1H-quinazoline-2,4-dione (Example E, 0.21 g, 0.55 mmol) in 16 mL of THF. The mixture was shaken under 50 PSI of hydrogen for 31 hours, filtered, and concentrated to afford 0.16 g of a solid. This solid was dissolved in 1N sodium hydroxide and washed with chloroform. The chloroform layer was back extracted with sodium hydroxide, and the combined basic extracts were acidified to pH 3. The aqueous l... Reactants: C(CC)C1(C(=O)OC(CC1)=O)CCC (2,2-dipropylglutaric anhydride), P(=O)([O-])([O-])[O-] (phosphate), 40. Run in C1CCOC1 (THF). Reaction conditions: time 8 hour. Yields the product C(CC)C(C(=O)O)(CCC)CCC(=O)O (2-Propyl-2-(2'-carboxyethyl)pentanoic Acid). RXN SMILES: [CH2:1]([C:4]1([CH2:12][CH2:13][CH3:14])[CH2:10][CH2:9][C:8](=[O:11])[O:7][C:5]1=[O:6])[CH2:2][CH3:3].P([O-])([O-])([O-])=[O:16]>C1COCC1>[CH2:1]([C:4]([CH2:10][CH2:9][C:8]([OH:7])=[O:11])([CH2:12][CH2:13][CH3:14])[C:5]([OH:16])=[O:6])[CH2:2][CH3:3]. Procedure: To a solution of BSA (300 mg, 5×10-4 mmole) in 20 ml of phosphate buffer was added the hapten, 2,2-dipropylglutaric anhydride as prepared in Example 5 (55 mg, 0.25 mmole in 200 ml THF) in 4 μl portions over an hour. The resulting clear solution was stirred at 4° overnight, after which it was dialyzed in 7×2 liter of water adjusted to pH8 with phosphate buffer, followed by one time with deionized water. The dialysis took 5 days. Lyophilization gave 320 mg of conjugate having a hapten number of 40...